This data is from the Open Reaction Database (ORD), a public repository of structured organic reaction records. The task is: describe an organic reaction: reactants, conditions, products, and yield Reactants: CN(C)CCC=CC1=C(C=CC=C1)C1=CC=CC=C1 (N,N-dimethyl-4-(1,1'-biphenyl-2-yl)-3-butenylamine), N,N-dimethyl-4-(1,1'-biphenyl-2-yl)butylaminum chloride, C(C)(=O)OCC (ethyl acetate), Cl (hydrogen chloride). Reagents/catalysts: [Pd] (palladium). Solvent: C(C)OCC (diethyl ether). The product is CN(C)CCCCC1=C(C=CC=C1)C1=CC=CC=C1 (N,N-Dimethyl-4-(1,1'-biphenyl-2-yl)butylamine). Reaction SMILES: [CH3:1][N:2]([CH2:4][CH2:5][CH:6]=[CH:7][C:8]1[CH:13]=[CH:12][CH:11]=[CH:10][C:9]=1[C:14]1[CH:19]=[CH:18][CH:17]=[CH:16][CH:15]=1)[CH3:3].C(OCC)(=O)C.Cl>[Pd].C(OCC)C>[CH3:1][N:2]([CH2:4][CH2:5][CH2:6][CH2:7][C:8]1[CH:13]=[CH:12][CH:11]=[CH:10][C:9]=1[C:14]1[CH:15]=[CH:16][CH:17]=[CH:18][CH:19]=1)[CH3:3]. Procedure: A solution of 3.0 g. of N,N-dimethyl-4-(1,1'-biphenyl-2-yl)-3-butenylamine in 200 ml. of ethyl acetate containing 2.0 g. of five percent palladium oncarbon was stirred for one hour at 25° C. under hydrogen at 40 psi. The reaction mixture then was filtered and the solvent was removed from the filtrate by evaporation to provide an oil. The oil was dissolved in 100 ml. of diethyl ether and stirred while excess hydrogen chloride was added to the solution. The precipitate which formed was collection ... The reactants are ClC1=C(C(=C(C(=O)O)C(=C1)Cl)[N+](=O)[O-])O (4,6-Dichloro-3-hydroxy-2-nitrobenzoic acid), C(=O)([O-])[O-].[K+].[K+] (K2CO3), Cl (HCl), IC (iodomethane). The solvent is CN(C)C=O (DMF), O (H2O). Run at temperature 60 celsius. Product: ClC1=C(C(=C(C(=O)O)C(=C1)Cl)[N+](=O)[O-])OC (4,6-Dichloro-3-methoxy-2-nitrobenzoic acid). The yield is 88.1%. As a reaction SMILES: [Cl:1][C:2]1[CH:10]=[C:9]([Cl:11])[C:5]([C:6]([OH:8])=[O:7])=[C:4]([N+:12]([O-:14])=[O:13])[C:3]=1[OH:15].[C:16]([O-])([O-])=O.[K+].[K+].IC.Cl>CN(C=O)C.O>[Cl:1][C:2]1[CH:10]=[C:9]([Cl:11])[C:5]([C:6]([OH:8])=[O:7])=[C:4]([N+:12]([O-:14])=[O:13])[C:3]=1[O:15][CH3:16] |f:1.2.3|. Procedure details: To a solution of acid 1-6 (0.88 g, 3.5 mmol) in DMF (8 mL) was added K2CO3 (1.44 g, 10 mmol) followed by iodomethane (0.43 mL, 6.95 mmol). The reaction was heated to 60° C. for 17 h then DMF was removed under reduced pressure to give an orange gum. H2O (20 mL) was added and the solution was acidified to pH 1 with a 10% HCl solution. The aqueous solution was then extracted with EtOAc (30 mL) and washed with H2O and brine. After drying over Na2SO4 the reaction was filtered and concentrated to affo... RXN SMILES: [NH2:1][NH:2][C:3]([NH2:5])=[O:4].Cl.[C:7]([OH:12])(=[O:11])[C:8]([CH3:10])=O>O>[C:3]([NH:2][N:1]=[C:8]([CH3:10])[C:7]([OH:12])=[O:11])(=[O:4])[NH2:5] |f:0.1|. The reactants are NNC(=O)N.Cl (hydrochloric acid semicarbazide), C(C(=O)C)(=O)O (pyruvic acid). Procedure details: 22.3 g of hydrochloric acid semicarbazide was dissolved in 100 ml of water, and 13.9 ml of pyruvic acid was added to the solution while stirring. Precipitated crystals were filtered out, washed, and dried to obtain 21 g of 2-carbamoylhydrazonopropionic acid having a melting point of 201° C. (decomposed). Solvent: O (water). The product is C(N)(=O)NN=C(C(=O)O)C (2-carbamoylhydrazonopropionic acid). Reaction SMILES: [Cl:1][C:2]1[CH:3]=[C:4](I)[CH:5]=[CH:6][CH:7]=1.C(=O)(O)[O-].[Na+].[CH2:14]([OH:18])[CH:15]=[CH:16][CH3:17].O>CN1CCCC1=O.C([O-])(=O)C.[Pd+2].C([O-])(=O)C>[Cl:1][C:2]1[CH:3]=[C:4]([CH:16]([CH3:17])[CH2:15][CH:14]=[O:18])[CH:5]=[CH:6][CH:7]=1 |f:1.2,6.7.8|. The product is ClC=1C=C(C=CC1)C(CC=O)C (3-(3-chlorophenyl)butyraldehyde). Run at temperature 130 celsius. Starting materials: ClC=1C=C(C=CC1)I (3-chloroiodobenzene), C([O-])(O)=O.[Na+] (sodium bicarbonate), C(C=CC)O (crotyl alcohol), O (water). Reported procedure: A mixture of 3-chloroiodobenzene (2.38 g), palladium acetate (20 mg), sodium bicarbonate (1.01 g) and crotyl alcohol (1.28 ml) in N-methylpyrrolidone (4 ml) was stirred and heated at 130° C. for 2 hours. The reaction mixture was allowed to cool, water (50 ml) was added and the mixture was extracted with diethyl ether (2×50 ml). The combined organic extracts were dried and the residue obtained on removal of the solvent was purified by chromatography through silica eluting with a mixture of ethyl ... The reagents and catalysts are C(C)(=O)[O-].[Pd+2].C(C)(=O)[O-] (palladium acetate). The solvent is CN1C(CCC1)=O (N-methylpyrrolidone).